From a dataset of the Open Reaction Database (ORD), a public repository of structured organic reaction records. describe an organic reaction: reactants, conditions, products, and yield Reactants: O=C(O)c1ccc(Br)c(OCC2CC2)n1, O=C1CCC1, C1CCOC1, [Li]CCCC. The product is O=C(O)c1ccc(C2(O)CCC2)c(OCC2CC2)n1. Reaction SMILES: [Br:6][c:7]1[cH:8][cH:9][c:10]([C:18](=[O:19])[OH:20])[n:11][c:12]1[O:13][CH2:14][CH:15]1[CH2:16][CH2:17]1.[C:21]1(=[O:25])[CH2:22][CH2:23][CH2:24]1.[CH2:26]1[O:27][CH2:28][CH2:29][CH2:30]1.[CH3:1][CH2:2][CH2:3][CH2:4][Li:5]>>[c:7]1([C:21]2([OH:25])[CH2:22][CH2:23][CH2:24]2)[cH:8][cH:9][c:10]([C:18](=[O:19])[OH:20])[n:11][c:12]1[O:13][CH2:14][CH:15]1[CH2:16][CH2:17]1. Starting materials: CN(C)c1ccccn1, CC1C(=O)OC1(Cn1cncn1)c1cc(F)ccc1F, N. Yields the product CC(C(N)=O)C(O)(Cn1cncn1)c1cc(F)ccc1F. RXN SMILES: [CH3:21][N:22]([c:23]1[cH:24][cH:25][cH:26][cH:27][n:28]1)[CH3:29].[F:1][c:2]1[c:3]([C:9]2([CH2:15][n:16]3[n:17][cH:18][n:19][cH:20]3)[CH:10]([CH3:14])[C:11](=[O:13])[O:12]2)[cH:4][c:5]([F:8])[cH:6][cH:7]1.[NH3:30]>>[F:1][c:2]1[c:3]([C:9]([CH:10]([C:11](=[O:13])[NH2:22])[CH3:14])([OH:12])[CH2:15][n:16]2[n:17][cH:18][n:19][cH:20]2)[cH:4][c:5]([F:8])[cH:6][cH:7]1. The reactants are C(C)(C)(C)OC(NC1CCN(CC1)CCN1[C@H](CCCC1)C)=O ({1-[2-((S)-2-Methyl-piperidin-1-yl)-ethyl]-piperidin-4-yl}-carbamic acid tert-butyl ester), Cl (HCl), O1CCOCC1 (dioxane), Cl.Cl.Cl.CC1CCN(CC1)CCN1CCC(CC1)N (1-[2-(4-Methyl-piperidin-1-yl)-ethyl]-piperidin-4-ylamine tri-hydrochloride). The product is Cl.Cl.Cl.CC1N(CCCC1)CCN1CCC(CC1)N (1-[2-((RS)-2-Methyl-piperidin-1-yl)-ethyl]-piperidin-4-ylamine tri-hydrochloride). As a reaction SMILES: C(OC(=O)[NH:7][CH:8]1[CH2:13][CH2:12][N:11]([CH2:14][CH2:15][N:16]2[CH2:21][CH2:20][CH2:19][CH2:18][C@@H:17]2[CH3:22])[CH2:10][CH2:9]1)(C)(C)C.[ClH:24].O1CCOCC1.Cl.Cl.Cl.CC1CCN(CCN2CCC(N)CC2)CC1>>[ClH:24].[ClH:24].[ClH:24].[CH3:22][CH:17]1[CH2:18][CH2:19][CH2:20][CH2:21][N:16]1[CH2:15][CH2:14][N:11]1[CH2:10][CH2:9][CH:8]([NH2:7])[CH2:13][CH2:12]1 |f:3.4.5.6,7.8.9.10|. Procedure details: It is prepared by BOC-cleavage of tert-butyl ester 11 (1.3 g, 3.99 mmol) with 4M−HCl in dioxane (8 ml, 32 mmol) as described for amine 7. Reagents/catalysts: [Cl-].[Zn+2].[Cl-] (zinc chloride), C(C)(=O)[O-].[Pd+2].C(C)(=O)[O-] (palladium acetate). The product is ClC1=NC=C(C=C1[C@@H]1N(CCC1)C(=O)OC(C)(C)C)F ((R)-tert-butyl 2-(2-chloro-5-fluoropyridin-3-yl)pyrrolidine-1-carboxylate). Starting materials: N1(CCCC1)C(=O)OC(C)(C)C (tert-butyl pyrrolidine-1-carboxylate), C1CCN2C[C@@H]3C[C@H]([C@H]2C1)CN4[C@H]3CCCC4 ((−)-sparteine), BrC=1C(=NC=C(C1)F)Cl (3-bromo-2-chloro-5-fluoropyridine), C(C)(CC)[Li] (sec-butyl lithium), F[B-](F)(F)F.C(C)(C)(C)P(C(C)(C)C)C(C)(C)C (tri-t-butylphosphine tetrafluoroborate), [NH4+].[OH-] (NH4OH). Run at temperature -78 celsius, time 3 hour. Solvent: CC(C)(C)OC (MTBE), CC(C)(C)OC (MTBE). The yield is 35.0%. As a reaction SMILES: [N:1]1([C:6]([O:8][C:9]([CH3:12])([CH3:11])[CH3:10])=[O:7])[CH2:5][CH2:4][CH2:3][CH2:2]1.C1C[C@H]2N(C[C@H]3[C@@H]4CCCCN4C[C@@H]2C3)CC1.C([Li])(CC)C.Br[C:36]1[C:37]([Cl:43])=[N:38][CH:39]=[C:40]([F:42])[CH:41]=1.F[B-](F)(F)F.C(P(C(C)(C)C)C(C)(C)C)(C)(C)C.[NH4+].[OH-]>CC(OC)(C)C.[Cl-].[Zn+2].[Cl-].C([O-])(=O)C.[Pd+2].C([O-])(=O)C>[Cl:43][C:37]1[C:36]([C@H:2]2[CH2:3][CH2:4][CH2:5][N:1]2[C:6]([O:8][C:9]([CH3:12])([CH3:11])[CH3:10])=[O:7])=[CH:41][C:40]([F:42])=[CH:39][N:38]=1 |f:4.5,6.7,9.10.11,12.13.14|. Reported procedure: A solution of tert-butyl pyrrolidine-1-carboxylate (1 mL 5.70 mmol) and (−)-sparteine (1.31 mL, 5.70 mmol) in anhydrous MTBE (30 mL) was first cooled to −78° C. under nitrogen, followed by addition of sec-butyl lithium (4.07 mL, 1.4M, 5.70 mmol) drop-wise over 15 minutes with a syringe, maintaining the temperature below −75° C. The pale yellowish solution was stirred at −78° C. for 3 hours before being treated with zinc chloride (3.80 mL, 1.0 M, 3.80 mmol) drop-wise over 15 minutes, maintaining ... Reactants: ClC=1N=CC2=C(N(CC(C(N2)=O)(C)F)C2CCCC2)N1 (2-chloro-9-cyclopentyl-7-fluoro-7-methyl-8,9-dihydro-5H-pyrimido[4,5-b][1,4]diazepin-6(7H)-one), [H-].[Na+] (sodium hydride), ice water, CI (methyl iodide). The solvent is CC(=O)N(C)C (DMA). Run at time 1 hour. The product is ClC=1N=CC2=C(N(CC(C(N2C)=O)(C)F)C2CCCC2)N1 (2-Chloro-9-cyclopentyl-7-fluoro-5,7-dimethyl-8,9-dihydro-5H-pyrimido[4,5-b][1,4]diazepin-6(7H)-one). As a reaction SMILES: [Cl:1][C:2]1[N:3]=[CH:4][C:5]2[NH:11][C:10](=[O:12])[C:9]([F:14])([CH3:13])[CH2:8][N:7]([CH:15]3[CH2:19][CH2:18][CH2:17][CH2:16]3)[C:6]=2[N:20]=1.[H-].[Na+].[CH3:23]I>CC(N(C)C)=O>[Cl:1][C:2]1[N:3]=[CH:4][C:5]2[N:11]([CH3:23])[C:10](=[O:12])[C:9]([F:14])([CH3:13])[CH2:8][N:7]([CH:15]3[CH2:19][CH2:18][CH2:17][CH2:16]3)[C:6]=2[N:20]=1 |f:1.2|. Procedure details: To a solution of 2-chloro-9-cyclopentyl-7-fluoro-7-methyl-8,9-dihydro-5H-pyrimido[4,5-b][1,4]diazepin-6(7H)-one (3 mmol) in 10 mL of DMA was added sodium hydride (60% dispersion in mineral oil, 124 mg, 3.1 mmol) at 0° C., followed by the dropwise addition of methyl iodide (0.193 mL, 3.1 mmol). The reaction mixture was warmed up to rt and stirred for 1 h. The whole was poured into ice-water, extracted with ethyl acetate. The organic layer was washed with brine and dried over Na2SO4. The solution ...